From a dataset of the Open Reaction Database (ORD), a public repository of structured organic reaction records. describe an organic reaction: reactants, conditions, products, and yield The reactants are [Cl-].[Na+] (sodium chloride), FC1=CC(=C(C=C1)NC(OC(C)(C)C)=O)NC1=NC=C(C(=N1)N[C@@H]1CCOC2=C(C=CC=C12)F)[N+](=O)[O-] ((R)-tert-butyl 4-fluoro-2-(4-(8-fluorochroman-4-ylamino)-5-nitropyrimidin-2-ylamino)phenylcarbamate), S(=O)([O-])S(=O)[O-].[Na+].[Na+] (sodium hydrosulfite), C([O-])(O)=O.[Na+] (sodium bicarbonate). Solvent: C1CCOC1 (THF), O (water), CO (MeOH). Reaction conditions: time 30 minute. The product is NC=1C(=NC(=NC1)NC1=C(C=CC(=C1)F)NC(OC(C)(C)C)=O)N[C@@H]1CCOC2=C(C=CC=C12)F ((R)-tert-butyl 2-(5-amino-4-(8-fluorochroman-4-ylamino)pyrimidin-2-ylamino)-4-fluorophenylcarbamate). RXN SMILES: [F:1][C:2]1[CH:7]=[CH:6][C:5]([NH:8][C:9](=[O:15])[O:10][C:11]([CH3:14])([CH3:13])[CH3:12])=[C:4]([NH:16][C:17]2[N:22]=[C:21]([NH:23][C@H:24]3[C:33]4[C:28](=[C:29]([F:34])[CH:30]=[CH:31][CH:32]=4)[O:27][CH2:26][CH2:25]3)[C:20]([N+:35]([O-])=O)=[CH:19][N:18]=2)[CH:3]=1.S(S([O-])=O)([O-])=O.[Na+].[Na+].C(=O)(O)[O-].[Na+].[Cl-].[Na+]>C1COCC1.O.CO>[NH2:35][C:20]1[C:21]([NH:23][C@H:24]2[C:33]3[C:28](=[C:29]([F:34])[CH:30]=[CH:31][CH:32]=3)[O:27][CH2:26][CH2:25]2)=[N:22][C:17]([NH:16][C:4]2[CH:3]=[C:2]([F:1])[CH:7]=[CH:6][C:5]=2[NH:8][C:9](=[O:15])[O:10][C:11]([CH3:13])([CH3:14])[CH3:12])=[N:18][CH:19]=1 |f:1.2.3,4.5,6.7|. Reported procedure: To a solution of (R)-tert-butyl 4-fluoro-2-(4-(8-fluorochroman-4-ylamino)-5-nitropyrimidin-2-ylamino)phenylcarbamate (141 mg) in THF (20 mL) was added a premixed solution of sodium hydrosulfite (0.6 g) and sodium bicarbonate (0.3 g) in water (50 mL). MeOH (5 mL) was also added to aid solution of the mixture, which was stirred at room temperature for 30 min, when sodium chloride was added to saturate the solution. The resultant mixture was extracted with EtOAc (2×), the combined organics were dri... Reactants: C1CNCCN1, Cc1ccccc1, O=C1CC(=O)CC(c2ccccc2Cl)C1, O. Yields the product O=C1C=C(N2CCNCC2)CC(c2ccccc2Cl)C1. Reaction SMILES: [CH2:16]1[CH2:17][NH:18][CH2:19][CH2:20][NH:21]1.[CH3:22][c:23]1[cH:24][cH:25][cH:26][cH:27][cH:28]1.[O:1]=[C:2]1[CH2:3][C:4](=[O:15])[CH2:5][CH:6]([c:8]2[c:9]([Cl:14])[cH:10][cH:11][cH:12][cH:13]2)[CH2:7]1.[OH2:29]>>[C:2]1([N:18]2[CH2:17][CH2:16][NH:21][CH2:20][CH2:19]2)=[CH:3][C:4](=[O:15])[CH2:5][CH:6]([c:8]2[c:9]([Cl:14])[cH:10][cH:11][cH:12][cH:13]2)[CH2:7]1. Reactants: [Na] (sodium), C(CCCO)O (1,4-butanediol), CC1([C@H]2CC[C@H]([C@@H]1C2)CCCl)C (2-((1S,2S,5S)-6,6dimethylbicyclo[3,1,1]hept-2-yl)-ethyl chloride), Cl (hydrochloric acid). Reaction conditions: temperature 130 celsius. The product is CC1([C@H]2CC[C@H]([C@@H]1C2)CCOCCCCO)C (4-[2-((1S,2S,5S)-6,6dimethylbicyclo[3,1,1]hept-2-yl)-ethoxy]-butanol). RXN SMILES: [Na].[CH3:2][C:3]1([CH3:13])[C@H:8]2[CH2:9][C@@H:4]1[CH2:5][CH2:6][C@H:7]2[CH2:10][CH2:11]Cl.Cl.[CH2:15]([OH:20])[CH2:16][CH2:17][CH2:18][OH:19]>>[CH3:2][C:3]1([CH3:13])[C@H:8]2[CH2:9][C@@H:4]1[CH2:5][CH2:6][C@H:7]2[CH2:10][CH2:11][O:19][CH2:18][CH2:17][CH2:16][CH2:15][OH:20] |^1:0|. Procedure details: 12.2 g elemental sodium were dissolved in portions spread over 12 hours in 320 ml 1,4-butanediol at a temperature of 90° C. Then 80 g 2-((1S,2S,5S)-6,6dimethylbicyclo[3,1,1]hept-2-yl)-ethyl chloride were added in drops to this solution, and the reaction mixture was heated to 130° C. for 15 hours. In order to work up the reaction mixture it was cooled to room temperature, then 300 ml of a 5% aqueous hydrochloric acid solution were added, and the mixture was extracted with ether. After evaporation... Reactants: ClC=1C=C(C=CC1)C(CNC(CC1=CC2=C(OC(O2)(C(=O)O)C(=O)O)C=C1)C)O (5-{2-[2-(3-chloro-phenyl)-2-hydroxy-ethylamino]-propyl}-benzo[1,3]dioxole-2,2-dicarboxylic acid), CC=1C=C(C=CC1)CCO (2-(3-methylphenyl)ethanol). Product: Cl.C1(=CC(=CC=C1)CCOC(=O)C1(OC2=C(O1)C=CC(=C2)C[C@@H](C)NC[C@H](O)C2=CC(=CC=C2)Cl)C(=O)OCCC=2C=C(C=CC2)C)C (5-{(2R)-2-[(2R)-2-(3-Chloro-phenyl)-2-hydroxy-ethylamino]-propyl}-benzo[1,3]dioxole-2,2-dicarboxylic acid bis-(2-m-tolyl-ethyl) ester hydrochloride salt). Isolated yield 81.0%. RXN SMILES: [Cl:1][C:2]1[CH:3]=[C:4]([CH:8]([OH:29])[CH2:9][NH:10][CH:11]([CH3:28])[CH2:12][C:13]2[CH:27]=[CH:26][C:16]3[O:17][C:18]([C:23]([OH:25])=[O:24])([C:20]([OH:22])=[O:21])[O:19][C:15]=3[CH:14]=2)[CH:5]=[CH:6][CH:7]=1.[CH3:30][C:31]1[CH:32]=[C:33]([CH2:37][CH2:38]O)[CH:34]=[CH:35][CH:36]=1>>[ClH:1].[C:31]1([CH3:30])[CH:36]=[CH:35][CH:34]=[C:33]([CH2:37][CH2:38][O:24][C:23]([C:18]2([C:20]([O:22][CH2:38][CH2:37][C:33]3[CH:32]=[C:31]([CH3:30])[CH:36]=[CH:35][CH:34]=3)=[O:21])[O:17][C:16]3[CH:26]=[CH:27][C:13]([CH2:12][C@H:11]([NH:10][CH2:9][C@@H:8]([C:4]4[CH:5]=[CH:6][CH:7]=[C:2]([Cl:1])[CH:3]=4)[OH:29])[CH3:28])=[CH:14][C:15]=3[O:19]2)=[O:25])[CH:32]=1 |f:2.3|. Reported procedure: The title compound was prepared as a brown oil from 5-{2-[2-(3-chloro-phenyl)-2-hydroxy-ethylamino]-propyl}-benzo[1,3]dioxole-2,2-dicarboxylic acid and 2-(3-methylphenyl)ethanol according to the procedure of Example 1; yield: 81%; 1H NMR (300 MHz, CDCl3): δ 1.12 (m, J=6.3 Hz, 3H),2.27 (s, 6H), 2.79 (m, 7H), 3.19 (m, 1H), 3.48 (m, 2H), 4.29 (m, J=6.6 Hz, 4H), 5.49 (m, 1H,) 6.75 (m, J=8.1 Hz, 1H), 6.83 (m, 1H), 7.05 (m, 8H), 7.20 (m, 1H), 7.27 (m, 1H), 7.43 (s, 1H), 7.5 (m, 2H); MS (ES) m/z (relat... Conditions: time 5 hour. RXN SMILES: [C:1]([C:3]1[CH:8]=[CH:7][C:6]([N:9]2[C:13]([C:14]3[C:19](=[O:20])[N:18]([CH2:21][CH2:22][C:23](O)=[O:24])[C:17](=[O:26])[N:16]([C:27]4[CH:32]=[CH:31][CH:30]=[C:29]([C:33]([F:36])([F:35])[F:34])[CH:28]=4)[C:15]=3[CH3:37])=[CH:12][CH:11]=[N:10]2)=[CH:5][CH:4]=1)#[N:2].[CH2:38]([N:40]=[C:41]=NCCCN(C)C)C.ON1C2N=CC=CC=2N=N1.C(N(CC)C(C)C)(C)C.CNC.S([O-])(O)(=O)=O.[K+]>O1CCCC1>[C:1]([C:3]1[CH:4]=[CH:5][C:6]([N:9]2[C:13]([C:14]3[C:19](=[O:20])[N:18]([CH2:21][CH2:22][C:23]([N:40]([CH3:41])[CH3:38])=[O:24])[C:17](=[O:26])[N:16]([C:27]4[CH:32]=[CH:31][CH:30]=[C:29]([C:33]([F:34])([F:36])[F:35])[CH:28]=4)[C:15]=3[CH3:37])=[CH:12][CH:11]=[N:10]2)=[CH:7][CH:8]=1)#[N:2] |f:5.6|. Reported procedure: A solution of 3-[5-[1-(4-cyanophenyl)-1H-pyrazol-5-yl]-4-methyl-2,6-dioxo-3-(3-trifluoromethylphenyl)-2,3-dihydropyrimidin-1(6H)-yl]propanoic acid (prepared in Example 73) (26.4 mg), 1-ethyl-3-(3-dimethylaminopropyl)carbodiimide (13.8 mg), 1-hydroxy-7-azabenzotriazole (15.9 mg) and N,N-diisopropylethylamine (0.1 ml) in tetrahydrofuran (0.5 ml) was cooled under ice-cooling and thereto was added dimethylamine (0.05 ml: 2M tetrahydrofuran solution) and the resulting mixture was stirred at room temp... Product: C(#N)C1=CC=C(C=C1)N1N=CC=C1C1=C(N(C(N(C1=O)CCC(=O)N(C)C)=O)C1=CC(=CC=C1)C(F)(F)F)C (3-[5-[1-(4-cyanophenyl)-1H-pyrazole-5-yl]-4-methyl-2,6-dioxo-3-(3-trifluoromethylphenyl)-2,3-dihydropyrimidin-1(6H)-yl]-N,N-dimethylpropaneamide). Reactants: S(=O)(=O)(O)[O-].[K+] (potassium hydrogen sulfate), CNC (dimethylamine), C(#N)C1=CC=C(C=C1)N1N=CC=C1C1=C(N(C(N(C1=O)CCC(=O)O)=O)C1=CC(=CC=C1)C(F)(F)F)C (3-[5-[1-(4-cyanophenyl)-1H-pyrazol-5-yl]-4-methyl-2,6-dioxo-3-(3-trifluoromethylphenyl)-2,3-dihydropyrimidin-1(6H)-yl]propanoic acid), C(C)N=C=NCCCN(C)C (1-ethyl-3-(3-dimethylaminopropyl)carbodiimide), ON1N=NC2=C1N=CC=C2 (1-hydroxy-7-azabenzotriazole), C(C)(C)N(C(C)C)CC (N,N-diisopropylethylamine). The yield is 11.1%. The solvent is O1CCCC1 (tetrahydrofuran).